Dataset: the Open Reaction Database (ORD), a public repository of structured organic reaction records. Task: describe an organic reaction: reactants, conditions, products, and yield The reactants are C(C)OC1=C(C=C(C(=O)O)C=C1)C (4-ethoxy-3-methyl-benzoic acid), COC1=CC=C(C=C1)C(CCC)N (1-(4-methoxy-phenyl)-butylamine). Yields the product C(C)OC1=C(C=C(C(=O)NC(CCC)C2=CC=C(C=C2)OC)C=C1)C (4-Ethoxy-N-[1-(4-methoxy-phenyl)-butyl]-3-methyl-benzamide). Reaction SMILES: [CH2:1]([O:3][C:4]1[CH:12]=[CH:11][C:7]([C:8]([OH:10])=O)=[CH:6][C:5]=1[CH3:13])[CH3:2].[CH3:14][O:15][C:16]1[CH:21]=[CH:20][C:19]([CH:22]([NH2:26])[CH2:23][CH2:24][CH3:25])=[CH:18][CH:17]=1>>[CH2:1]([O:3][C:4]1[CH:12]=[CH:11][C:7]([C:8]([NH:26][CH:22]([C:19]2[CH:18]=[CH:17][C:16]([O:15][CH3:14])=[CH:21][CH:20]=2)[CH2:23][CH2:24][CH3:25])=[O:10])=[CH:6][C:5]=1[CH3:13])[CH3:2]. Procedure details: Prepared in a similar manner to example 4 using 4-ethoxy-3-methyl-benzoic acid and 1-(4-methoxy-phenyl)-butylamine. 1H NMR (500 MHz, CDCl3): δ 0.93-0.96 (t, 3H), 1.31-1.41 (m, 2H), 1.41-1.45 (t, 3H), 1.82-1.92 (m, 2H), 2.28 (s, 3H), 3.79 (s, 3H), 4.04-4.08 (q, 2H), 5.10-5.12 (d, 1H), 6.12-6.14 (d, 1H), 6.78-6.80 (d, 1H), 6.87 (s, 1H), 6.88 (s, 1H), 7.26-7.29 (m, 2H), 7.52-7.53 (d, 1H), 7.57-7.59 (d, 1H). MS (M+H, 342.1). Reactants: C(C)(C)(C)C=1C=C(C=C(C1OC)C(C)(C)C)P(C1=C(C=CC=C1)Br)(C1=CC(=C(C(=C1)C(C)(C)C)OC)C(C)(C)C)=O (bis(3,5-di-t-butyl-4-methoxyphenyl)(2-bromophenyl)phosphine oxide), Cl[SiH](Cl)Cl (trichlorosilane), N,N′-dimethylaniline. Product: C(C)(C)(C)C=1C=C(C=C(C1OC)C(C)(C)C)P(C1=C(C=CC=C1)Br)C1=CC(=C(C(=C1)C(C)(C)C)OC)C(C)(C)C (bis(3,5-di-t-butyl-4-methoxyphenyl)(2-bromophenyl)phosphine). As a reaction SMILES: [C:1]([C:5]1[CH:6]=[C:7]([P:17](=O)([C:25]2[CH:30]=[C:29]([C:31]([CH3:34])([CH3:33])[CH3:32])[C:28]([O:35][CH3:36])=[C:27]([C:37]([CH3:40])([CH3:39])[CH3:38])[CH:26]=2)[C:18]2[CH:23]=[CH:22][CH:21]=[CH:20][C:19]=2[Br:24])[CH:8]=[C:9]([C:13]([CH3:16])([CH3:15])[CH3:14])[C:10]=1[O:11][CH3:12])([CH3:4])([CH3:3])[CH3:2].Cl[SiH](Cl)Cl>>[C:13]([C:9]1[CH:8]=[C:7]([P:17]([C:25]2[CH:30]=[C:29]([C:31]([CH3:34])([CH3:33])[CH3:32])[C:28]([O:35][CH3:36])=[C:27]([C:37]([CH3:40])([CH3:39])[CH3:38])[CH:26]=2)[C:18]2[CH:23]=[CH:22][CH:21]=[CH:20][C:19]=2[Br:24])[CH:6]=[C:5]([C:1]([CH3:4])([CH3:3])[CH3:2])[C:10]=1[O:11][CH3:12])([CH3:14])([CH3:15])[CH3:16]. Procedure details: For example, referring to the reaction sequence shown below, 2-bromophenol (4) is reacted with trifluoromethanesulfonic anhydride to form 2-(trifluoromethanesulfonyl)oxy-bromobenzene (5), which is then reacted with bis(3,5-di-t-butyl-4-methoxyphenyl)phosphine oxide in the presence of a palladium complex catalyst to obtain bis(3,5-di-t-butyl-4-methoxyphenyl)(2-bromophenyl)phosphine oxide (6). Next, the compound (6) is reduced with trichlorosilane in the presence of N,N′-dimethylaniline to obtain ... Starting materials: [N+](=O)([O-])[O-].[Cu+2].[N+](=O)([O-])[O-] (copper (II) nitrate), [OH-].[Na+] (NaOH), C(CC(=O)C)(=O)OCC (ethyl acetoacetate), [N+](=O)(O)[O-] (HNO3). Reaction conditions: temperature 30 celsius. The product is O.O.C(CC(=O)C)(=O)[O-].[Cu+2].C(CC(=O)C)(=O)[O-] (copper (II) acetoacetate dihydrate). Reaction SMILES: [OH-].[Na+].[C:3]([O:9]CC)(=[O:8])[CH2:4][C:5]([CH3:7])=[O:6].[N+]([O-])(O)=[O:13].[N+]([O-])([O-])=O.[Cu+2:20].[N+]([O-])([O-])=O>>[OH2:6].[OH2:13].[C:3]([O-:9])(=[O:8])[CH2:4][C:5]([CH3:7])=[O:6].[Cu+2:20].[C:3]([O-:9])(=[O:8])[CH2:4][C:5]([CH3:7])=[O:6] |f:0.1,4.5.6,7.8.9.10.11|. Procedure details: Into a NaOH aqueous solution (2.30 g, 24.0 mL) for hydrolysis, 6.24 g (48.0 mmol) of ethyl acetoacetate was added, and stirred under heating at 30° C. for 3 hours. After the three hours, the reaction mixture was cooled down to 0° C., and a 5 N HNO3 aqueous solution was added thereto to make the reaction liquid acidic. To the reaction mixture, 2.90 g (4.80 mmol) of a copper (II) nitrate aqueous solution was added dropwise, and subjected to magnetic stirring for 4 hours. The precipitated solid was... The reactants are O=C1OC(=O)c2ccccc21, Cc1ccccc1, CCOC(=O)N1CCC(N)C(O)C1. Product: CCOC(=O)N1CCC(N2C(=O)c3ccccc3C2=O)C(O)C1. As a reaction SMILES: [C:14]1(=[O:24])[O:15][C:16](=[O:23])[c:17]2[cH:18][cH:19][cH:20][cH:21][c:22]21.[CH3:25][c:26]1[cH:27][cH:28][cH:29][cH:30][cH:31]1.[NH2:1][CH:2]1[CH:3]([OH:13])[CH2:4][N:5]([C:8](=[O:9])[O:10][CH2:11][CH3:12])[CH2:6][CH2:7]1>>[N:1]1([CH:2]2[CH:3]([OH:13])[CH2:4][N:5]([C:8](=[O:9])[O:10][CH2:11][CH3:12])[CH2:6][CH2:7]2)[C:14](=[O:15])[c:22]2[c:17]([cH:18][cH:19][cH:20][cH:21]2)[C:16]1=[O:23]. Starting materials: C(C)(C)(C)OC(=O)N1CC(C(CC1)C1=CC=C(C(=O)O)C=C1)OCC1=CC2=CC=CC=C2C=C1 ((3RS,4RS)-4-(1-tert-butoxycarbonyl-3-naphthalen-2-ylmethoxy-piperidin-4-yl)-benzoic acid), NCCC(=O)C1=CC=CC=C1 (3-amino-1-phenyl-propan-1-one). Product: C1=C(C=CC2=CC=CC=C12)COC1CN(CCC1C1=CC=C(C=C1)C(NCCC(C1=CC=CC=C1)=O)=O)C(=O)OC(C)(C)C (tert-butyl (3RS,4RS)-3-(naphthalen-2-ylmethoxy)-4-[4-(3-oxo-3-phenyl-propylcarbamoyl)-phenyl]-piperidine-1-carboxylate). As a reaction SMILES: [C:1]([O:5][C:6]([N:8]1[CH2:13][CH2:12][CH:11]([C:14]2[CH:22]=[CH:21][C:17]([C:18](O)=[O:19])=[CH:16][CH:15]=2)[CH:10]([O:23][CH2:24][C:25]2[CH:34]=[CH:33][C:32]3[C:27](=[CH:28][CH:29]=[CH:30][CH:31]=3)[CH:26]=2)[CH2:9]1)=[O:7])([CH3:4])([CH3:3])[CH3:2].[NH2:35][CH2:36][CH2:37][C:38]([C:40]1[CH:45]=[CH:44][CH:43]=[CH:42][CH:41]=1)=[O:39]>>[CH:26]1[C:27]2[C:32](=[CH:31][CH:30]=[CH:29][CH:28]=2)[CH:33]=[CH:34][C:25]=1[CH2:24][O:23][CH:10]1[CH:11]([C:14]2[CH:22]=[CH:21][C:17]([C:18](=[O:19])[NH:35][CH2:36][CH2:37][C:38](=[O:39])[C:40]3[CH:45]=[CH:44][CH:43]=[CH:42][CH:41]=3)=[CH:16][CH:15]=2)[CH2:12][CH2:13][N:8]([C:6]([O:5][C:1]([CH3:4])([CH3:2])[CH3:3])=[O:7])[CH2:9]1. Procedure details: In an analogous manner to that described in Example 36(b), by condensing (3RS,4RS)-4-(1-tert-butoxycarbonyl-3-naphthalen-2-ylmethoxy-piperidin-4-yl)-benzoic acid with 3-amino-1-phenyl-propan-1-one there was obtained tert-butyl (3RS,4RS)-3-(naphthalen-2-ylmethoxy)-4-[4-(3-oxo-3-phenyl-propylcarbamoyl)-phenyl]-piperidine-1-carboxylate as a colourless foam; MS: 593 (M+H)+. Starting materials: CC12COC(CN1CCN(C2)C(=O)OCC2=CC=CC=C2)C=2C=C1C[C@@H](OC(C1=CC2)=O)C (Benzyl 9a-methyl-3-((S)-3-methyl-1-oxoisochroman-6-yl)hexahydropyrazino[2,1-c][1,4]oxazine-8(1H)-carboxylate). Reagents/catalysts: [Pd] (Pd—C). Run in CO (MeOH). Run at time 16 hour. Yields the product C[C@@H]1OC(C2=CC=C(C=C2C1)C1CN2C(CO1)(CNCC2)C)=O ((3S)-3-Methyl-6-(9a-methyloctahydropyrazino[2,1-c][1,4]oxazin-3-yl)isochroman-1-one). Reaction SMILES: [CH3:1][C:2]12[CH2:11][N:10](C(OCC3C=CC=CC=3)=O)[CH2:9][CH2:8][N:7]1[CH2:6][CH:5]([C:22]1[CH:23]=[C:24]3[C:29](=[CH:30][CH:31]=1)[C:28](=[O:32])[O:27][C@@H:26]([CH3:33])[CH2:25]3)[O:4][CH2:3]2>CO.[Pd]>[CH3:33][C@H:26]1[CH2:25][C:24]2[C:29](=[CH:30][CH:31]=[C:22]([CH:5]3[O:4][CH2:3][C:2]4([CH3:1])[CH2:11][NH:10][CH2:9][CH2:8][N:7]4[CH2:6]3)[CH:23]=2)[C:28](=[O:32])[O:27]1. Procedure details: The mixture of Benzyl 9a-methyl-3-((S)-3-methyl-1-oxoisochroman-6-yl)hexahydropyrazino[2,1-c][1,4]oxazine-8(1H)-carboxylate (215 mg, 0.500 mmol) and 10% Pd—C (56 mg, 0.05 mmol) in MeOH (10 mL) was stirred under a hydrogen balloon for 16 h. After which point, the solution was filtered through Celite and the resulting filtrate was concentrated to afford the title compound: LC/MS: m/e 317.2 (M+H)+. The reactants are OCCCC1=CN=CN1CC1=C(C=C(C#N)C=C1)Br (4-{5-[3-Hydroxypropyl]imidazol-1-ylmethyl}-3-bromobenzonitrile), CC(C)(C)[O-].[K+] (t-BuOK), [Cl-] (chloride), [Cl-] (chloride). Product: BrC=1C=C(C#N)C=CC1C1CCCC=2N1C=NC2 (3-Bromo-4-(5,6,7,8-tetrahydro-imidazo[1,5-a]pyridin-5-yl)benzonitrile). RXN SMILES: O[CH2:2][CH2:3][CH2:4][C:5]1[N:9]([CH2:10][C:11]2[CH:18]=[CH:17][C:14]([C:15]#[N:16])=[CH:13][C:12]=2[Br:19])[CH:8]=[N:7][CH:6]=1.[Cl-].CC([O-])(C)C.[K+]>>[Br:19][C:12]1[CH:13]=[C:14]([CH:17]=[CH:18][C:11]=1[CH:10]1[N:9]2[CH:8]=[N:7][CH:6]=[C:5]2[CH2:4][CH2:3][CH2:2]1)[C:15]#[N:16] |f:2.3|. Procedure: 4-{5-[3-Hydroxypropyl]imidazol-1-ylmethyl}-3-bromobenzonitrile is converted to the corresponding chloride according to Example 14B. The resulting chloride is treated with a base, such as t-BuOK as in Example 14C above, to effect cyclization to the title compound. MS (ESI) m/z 302.1, 304.1 (M+H); 1H NMR (400 MHz, MeOD) δ ppm 1.74-1.85 (m, 2H), 2.08-2.17 (m, 1H), 2.34-2.43 (m, 1H), 2.82-2.91 (m, 1H), 2.93-3.00 (m, 1H), 5.88 (t, J=5.6 Hz, 1H), 6.75 (d, J=8.1 Hz, 1H), 6.82 (d, J=1.0 Hz, 1H), 7.34 (s...